This data is from the Open Reaction Database (ORD), a public repository of structured organic reaction records. The task is: describe an organic reaction: reactants, conditions, products, and yield Starting materials: C=O (CH2O), C(O)NC(C=C)=O (N-methylolacrylamide), C(C)OC(C=C)=O (ethylacrylate), C(C1=CC=CC=C1)(=O)OOC(C1=CC=CC=C1)=O (dibenzoylperoxide), C=O (CH2O). Solvent: C(C)O (ethanol), CC(=O)C (acetone). Product: C(O)C(C(=O)N)=C.C(C)OC(C=C)=O (methylolacrylamide ethylacrylate). As a reaction SMILES: C([NH:3][C:4](=[O:7])[CH:5]=[CH2:6])O.[CH2:8]([O:10][C:11](=[O:14])[CH:12]=[CH2:13])[CH3:9].C(OOC(=O)C1C=CC=CC=1)(=O)C1C=CC=CC=1.C=O>C(O)C.CC(C)=O>[CH2:8]([C:5](=[CH2:6])[C:4]([NH2:3])=[O:7])[OH:10].[CH2:8]([O:10][C:11](=[O:14])[CH:12]=[CH2:13])[CH3:9] |f:6.7|. Reported procedure: 56 g of N-methylolacrylamide were dissolved in 1000 ml of ethanol, then added with 23 ml of ethylacrylate and 0.36 g of dibenzoylperoxide and heated to reflux for 6 hours while stirring under nitrogen atmosphere. After cooling the reaction mixture was poured into acetone under good stirring. The polymer was filtered, washed and dried as usual. Yield: 62 g. Analytical results: free CH2O: absent; total CH2O: 19.10%; [η]: 0.12 dl/g in NaNO3N at 30° C. The reactants are CN1CCNCC1 (N-methyl piperazine), C(=O)(OC)C(CS(=O)(=O)Cl)CC1=CC=CC=C1 (2-Carbomethoxy-3-phenyl-1-propanesulfonyl Chloride). Run in ClCCl (dichloromethane), ClCCl (dichloromethane). Reaction conditions: temperature 0 celsius, time 90 minute. The product is C(C1=CC=CC=C1)C(C(=O)OC)CS(=O)(=O)N1CCN(CC1)C (Methyl 2-Benzyl-3-(1-methyl-piperazin-4-ylsulfonyl)propionate). Yield: 81.2%. As a reaction SMILES: [C:1]([CH:5]([CH2:11][C:12]1[CH:17]=[CH:16][CH:15]=[CH:14][CH:13]=1)[CH2:6][S:7](Cl)(=[O:9])=[O:8])([O:3][CH3:4])=[O:2].[CH3:18][N:19]1[CH2:24][CH2:23][NH:22][CH2:21][CH2:20]1>ClCCl>[CH2:11]([CH:5]([CH2:6][S:7]([N:22]1[CH2:23][CH2:24][N:19]([CH3:18])[CH2:20][CH2:21]1)(=[O:9])=[O:8])[C:1]([O:3][CH3:4])=[O:2])[C:12]1[CH:17]=[CH:16][CH:15]=[CH:14][CH:13]=1. Reported procedure: To a 1 L round bottom flask was added the resultant compound from Example 3E (84.5 g, 0.305 mol) and dichloromethane (305 mL). The mixture was cooled to 0° C. in an ice water bath and a solution of N-methyl piperazine (35.5 mL, 32.1 g) dissolved in dichloromethane (305 mL) was added dropwise with vigorous stirring over 90 min. After the addition was completed, the ice-water bath was removed and the mixture was stirred an additional 4 h while warming to ambient temperature. The solution was then ... Starting materials: CN(C=O)C (N,N-dimethylformamide), CC1([C@H]2CC[C@H]([C@@H]1C2)CN)C (1-[(1S,2R,5S)-6,6-dimethylbicyclo[3.1.1]hept-2-yl]methaneamine), ClC1=C2C(=NC=C1C(=O)N)NC=C2 (4-chloro-1H-pyrrolo[2,3-b]pyridine-5-carboxamide), [I-].[Na+] (sodium iodide). Run in O (water), CN1C(CCC1)=O (1-methyl-2-pyrrolidone), C(C)N(CC)CC (triethylamine). Reaction conditions: temperature 130 celsius, time 17 hour. Yields the product CC1([C@H]2CC[C@H]([C@@H]1C2)CNC2=C1C(=NC=C2C(=O)N)NC=C1)C (4-({[(1S,2R,5S)-6,6-dimethylbicyclo[3.1.1]hept-2-yl]methyl}amino)-1H-pyrrolo[2,3-b]pyridine-5-carboxamide). Isolated yield 53.8%. As a reaction SMILES: [CH3:1][C:2]1([CH3:11])[C@H:7]2[CH2:8][C@@H:3]1[CH2:4][CH2:5][C@H:6]2[CH2:9][NH2:10].Cl[C:13]1[C:18]([C:19]([NH2:21])=[O:20])=[CH:17][N:16]=[C:15]2[NH:22][CH:23]=[CH:24][C:14]=12.[I-].[Na+].CN(C)C=O>CN1CCCC1=O.C(N(CC)CC)C.O>[CH3:1][C:2]1([CH3:11])[C@H:7]2[CH2:8][C@@H:3]1[CH2:4][CH2:5][C@H:6]2[CH2:9][NH:10][C:13]1[C:18]([C:19]([NH2:21])=[O:20])=[CH:17][N:16]=[C:15]2[NH:22][CH:23]=[CH:24][C:14]=12 |f:2.3|. Reported procedure: To 1-[(1S,2R,5S)-6,6-dimethylbicyclo[3.1.1]hept-2-yl]methaneamine (61 mg) were added a solution of 4-chloro-1H-pyrrolo[2,3-b]pyridine-5-carboxamide (39 mg) in 1-methyl-2-pyrrolidone (0.6 ml), triethylamine (0.056 ml), and sodium iodide (3 mg), and the mixture was stirred at 130° C. for 17 hours. After the reaction mixture was left to cool, to the reaction mixture were added N,N-dimethylformamide (0.3 ml) and water (0.1 ml), and the reaction mixture was dissolved. The reaction mixture was directl... The reactants are CCN=C=NCCCN(C)C, O=CO, ClCCl, Cl, COC(=O)c1cccc(N)c1. Product: COC(=O)c1cccc(NC=O)c1. Reaction SMILES: [CH2:2]([N:3]=[C:4]=[N:5][CH2:6][CH2:7][CH2:8][N:9]([CH3:10])[CH3:11])[CH3:12].[CH:24](=[O:25])[OH:26].[Cl:27][CH2:28][Cl:29].[ClH:1].[NH2:13][c:14]1[cH:15][c:16]([C:17](=[O:18])[O:19][CH3:20])[cH:21][cH:22][cH:23]1>>[NH:13]([c:14]1[cH:15][c:16]([C:17](=[O:18])[O:19][CH3:20])[cH:21][cH:22][cH:23]1)[CH:24]=[O:25].